The task is: describe an organic reaction: reactants, conditions, products, and yield. This data is from the Open Reaction Database (ORD), a public repository of structured organic reaction records. Reactants: SC1=C(C=CC=C1)O (2-mercaptophenol), ClC(CCl)=C (2-chloroallyl chloride), 16p. The product is ClC(CSC1=C(C=CC=C1)O)=C (2-(2-chloroallylthio)phenol). Isolated yield 49.0%. RXN SMILES: [SH:1][C:2]1[CH:7]=[CH:6][CH:5]=[CH:4][C:3]=1[OH:8].[Cl:9][C:10](=[CH2:13])[CH2:11]Cl>>[Cl:9][C:10](=[CH2:11])[CH2:13][S:1][C:2]1[CH:7]=[CH:6][CH:5]=[CH:4][C:3]=1[OH:8]. Reported procedure: This compound was synthesized in 49% yield from 2-mercaptophenol and 2-chloroallyl chloride according to the general procedure for 16p in Example VII. Pale oil; 1H NMR (CDCl3): 3.48 (d, J=0.7 Hz, 2H), 4.91 (d, J=0.65 Hz, 1H), 5.13 (d, J=1.35 Hz, 1H), 6.69 (s, 1H), 6.87 (dt, J=1.40 Hz, J=7.42 Hz, 1H), 6.99 (dd, J=1.35, J=8.25 Hz, 1H), 7.27 (dt, J=1.65 Hz, J=7.82 Hz, 1H), 7.45 (dd, J=1.65 Hz, J=7.70 Hz, 1H); 13C NMR (CDCl3): 45.30, 115.08, 115.98, 117.31, 120.91, 131.89, 136.59, 137.25, 157.56; HR... As a reaction SMILES: [CH2:10]([C:11]#[CH:12])[Br:13].[CH3:14][N:15]([CH3:16])[CH:17]=[O:18].[Cl:2][c:3]1[cH:4][n:5][c:6](=[O:9])[nH:7][cH:8]1.[K:1]>>[Cl:2][c:3]1[cH:4][n:5]([CH2:12][C:11]#[CH:10])[c:6](=[O:9])[n:7][cH:8]1. Product: C#CCn1cc(Cl)cnc1=O. Starting materials: C#CCBr, CN(C)C=O, O=c1ncc(Cl)c[nH]1, [K]. The reactants are [N+](=O)([O-])C1=NNC=C1 (3-nitro-1H-pyrazole), [H-].[Na+] (sodium hydride), oil, ClC=1C=C(CBr)C=CC1Cl (3,4-dichlorobenzylbromide). Run in CN(C=O)C (N,N-dimethylformamide). Yields the product ClC=1C=C(CN2N=C(C=C2)[N+](=O)[O-])C=CC1Cl (1-(3,4-dichloro-benzyl)-3-nitro-1H-pyrazole). Yield: 76.6%. RXN SMILES: [N+:1]([C:4]1[CH:8]=[CH:7][NH:6][N:5]=1)([O-:3])=[O:2].[H-].[Na+].[Cl:11][C:12]1[CH:13]=[C:14]([CH:17]=[CH:18][C:19]=1[Cl:20])[CH2:15]Br>CN(C)C=O>[Cl:11][C:12]1[CH:13]=[C:14]([CH:17]=[CH:18][C:19]=1[Cl:20])[CH2:15][N:6]1[CH:7]=[CH:8][C:4]([N+:1]([O-:3])=[O:2])=[N:5]1 |f:1.2|. Procedure: To a solution of 3-nitro-1H-pyrazole (prepared in example 3, 200 mg, 1.77 mmol) in anhydrous N,N-dimethylformamide (2 mL), a 60% dispersion of sodium hydride in mineral oil (92 mg, 2.30 mmol) was added while stirring under nitrogen. After the effervescence ceased and the mixture was stirred for additional 20 min, 3,4-dichlorobenzylbromide (550 mg, 2.30 mmol) was added. The mixture was continued to stir under nitrogen for an additional 2 h. The solvent was removed in vacuo and purification by ISC... Reactants: CN(C)C=C(C=O)C=1C(=NN2C1C=CC=C2)C2=CC=CC=C2 (3-(N,N-dimethylamino)-2-(2-phenylpyrazolo[1,5-a]pyridin-3-yl)acrylaldehyde), C(#N)CC(=O)N (2-cyanoacetamide), [O-]CC.[Na+] (sodium ethoxide), C(C)(=O)OC(C)=O (acetic anhydride). Run in C(C)O (ethanol), O (water). Product: C(#N)C=1C(NC=C(C1)C=1C(=NN2C1C=CC=C2)C2=CC=CC=C2)=O (3-(3-cyano-2-oxo-1,2-dihydropyridin-5-yl)-2-phenylpyrazolo[1,5-a]pyridine). The yield is 48.5%. Reaction SMILES: CN([CH:4]=[C:5]([C:8]1[C:9]([C:17]2[CH:22]=[CH:21][CH:20]=[CH:19][CH:18]=2)=[N:10][N:11]2[CH:16]=[CH:15][CH:14]=[CH:13][C:12]=12)[CH:6]=O)C.[C:23]([CH2:25][C:26]([NH2:28])=[O:27])#[N:24].[O-]CC.[Na+].C(OC(=O)C)(=O)C>O.C(O)C>[C:23]([C:25]1[C:26](=[O:27])[NH:28][CH:4]=[C:5]([C:8]2[C:9]([C:17]3[CH:22]=[CH:21][CH:20]=[CH:19][CH:18]=3)=[N:10][N:11]3[CH:16]=[CH:15][CH:14]=[CH:13][C:12]=23)[CH:6]=1)#[N:24] |f:2.3|. Procedure: A mixture of 3-(N,N-dimethylamino)-2-(2-phenylpyrazolo[1,5-a]pyridin-3-yl)acrylaldehyde (cis and trans mixture) (4.00 g), 2-cyanoacetamide (2.31 g), sodium ethoxide (4.67 g) and ethanol (40 ml) was refluxed for 2 hours. After cooling the reaction mixture was added acetic anhydride (24 ml) and water (120 ml) and stirred at room temperature. The resultant precipitates were collected and recrystallized from a mixture of N,N-dimethylformamide and water to give 3-(3-cyano-2-oxo-1,2-dihydropyridin-5-y...